Dataset: the Open Reaction Database (ORD), a public repository of structured organic reaction records. Task: describe an organic reaction: reactants, conditions, products, and yield Reactants: CB1OB(OB(O1)C)C (trimethylboroxine), C([O-])([O-])=O.[K+].[K+] (potassium carbonate), C(C1=CC=CC=C1)OC=1C=2N(C=C(C1)Br)C(=C(N2)C)C(=O)OCC (ethyl 8-(benzyloxy)-6-bromo-2-methylimidazo[1,2-a]pyridine-3-carboxylate). The reagents and catalysts are C=1C=CC(=CC1)[P](C=2C=CC=CC2)(C=3C=CC=CC3)[Pd]([P](C=4C=CC=CC4)(C=5C=CC=CC5)C=6C=CC=CC6)([P](C=7C=CC=CC7)(C=8C=CC=CC8)C=9C=CC=CC9)[P](C=1C=CC=CC1)(C=1C=CC=CC1)C=1C=CC=CC1 (tetrakis(triphenylphosphine)palladium(0)). The solvent is O1CCOCC1 (1,4-dioxane). Product: C(C1=CC=CC=C1)OC=1C=2N(C=C(C1)C)C(=C(N2)C)C(=O)OCC (Ethyl 8-(benzyloxy)-2,6-dimethylimidazo[1,2-a]pyridine-3-carboxylate). RXN SMILES: [CH2:1]([O:8][C:9]1[C:10]2[N:11]([C:16]([C:20]([O:22][CH2:23][CH3:24])=[O:21])=[C:17]([CH3:19])[N:18]=2)[CH:12]=[C:13](Br)[CH:14]=1)[C:2]1[CH:7]=[CH:6][CH:5]=[CH:4][CH:3]=1.[CH3:25]B1OB(C)OB(C)O1.C(=O)([O-])[O-].[K+].[K+]>O1CCOCC1.C1C=CC([P]([Pd]([P](C2C=CC=CC=2)(C2C=CC=CC=2)C2C=CC=CC=2)([P](C2C=CC=CC=2)(C2C=CC=CC=2)C2C=CC=CC=2)[P](C2C=CC=CC=2)(C2C=CC=CC=2)C2C=CC=CC=2)(C2C=CC=CC=2)C2C=CC=CC=2)=CC=1>[CH2:1]([O:8][C:9]1[C:10]2[N:11]([C:16]([C:20]([O:22][CH2:23][CH3:24])=[O:21])=[C:17]([CH3:19])[N:18]=2)[CH:12]=[C:13]([CH3:25])[CH:14]=1)[C:2]1[CH:7]=[CH:6][CH:5]=[CH:4][CH:3]=1 |f:2.3.4,^1:49,51,70,89|. Procedure details: Under argon, 105 g (270 mmol) of ethyl 8-(benzyloxy)-6-bromo-2-methylimidazo[1,2-a]pyridine-3-carboxylate Example 85A were suspended in 4.2 l of 1,4-dioxane, 135.4 g (539 mmol, purity 50%) of trimethylboroxine, 31.2 g (27 mmol) of tetrakis(triphenylphosphine)palladium(0) and 78.3 g (566 mmol) of potassium carbonate were added in succession and the mixture was stirred under reflux for 8 h. The reaction mixture was cooled to RT, the precipitate was filtered off over silica gel and the filtrate was... The reactants are O (Water), C(C)[C@@H]1OC2=C(NC1=O)C=CC(=C2)C(=O)OC ((S)-2-ethyl-7-methoxycarbonyl-3-oxo-3,4-dihydro-2H-1,4-benzoxazine), [H-].[Na+] (sodium hydride), C(C)I (ethyl iodide). Run in C(C)(=O)OCC (ethyl acetate), CN(C=O)C (dimethylformamide). Reaction conditions: time 2 hour. Yields the product C(C)[C@@H]1OC2=C(N(C1=O)CC)C=CC(=C2)C(=O)OC ((S)-2,4-diethyl-7-methoxycarbonyl-3-oxo-3,4-dihydro-2H-1,4-benzoxazine). Isolated yield 96.0%. As a reaction SMILES: [CH2:1]([C@H:3]1[C:8](=[O:9])[NH:7][C:6]2[CH:10]=[CH:11][C:12]([C:14]([O:16][CH3:17])=[O:15])=[CH:13][C:5]=2[O:4]1)[CH3:2].[H-].[Na+].[CH2:20](I)[CH3:21].O>CN(C)C=O.C(OCC)(=O)C>[CH2:1]([C@H:3]1[C:8](=[O:9])[N:7]([CH2:20][CH3:21])[C:6]2[CH:10]=[CH:11][C:12]([C:14]([O:16][CH3:17])=[O:15])=[CH:13][C:5]=2[O:4]1)[CH3:2] |f:1.2|. Reported procedure: To a solution of (S)-2-ethyl-7-methoxycarbonyl-3-oxo-3,4-dihydro-2H-1,4-benzoxazine [prepared in Preparation 14(2)] (2.00 g) in dimethylformamide (20 ml) were added 60% sodium hydride (in oil) (0.37 g) and ethyl iodide (1.90 g) and the mixture was stirred under ice cooling for 2 hours. Water was added to the reaction solution and extraction with ethyl acetate was conducted. The solvent was distilled off under reduced pressure and the resulting residue was subjected to purification by column chro... Reagents/catalysts: [Pd] (palladium on carbon). Run in C(Cl)Cl (methylene chloride). Reactants: C(CCC)C=1N(C=C(C1)C=CC(=O)OC)CC1=CC=C(C=C1)C1=C(C=CC=C1)C#N (methyl 3-[2-(n-butyl)-1-(2"-cyanobiphenyl-4'-ylmethyl)pyrrol-4-yl]acrylate). Reaction SMILES: [CH2:1]([C:5]1[N:6]([CH2:16][C:17]2[CH:22]=[CH:21][C:20]([C:23]3[CH:28]=[CH:27][CH:26]=[CH:25][C:24]=3[C:29]#[N:30])=[CH:19][CH:18]=2)[CH:7]=[C:8]([CH:10]=[CH:11][C:12]([O:14][CH3:15])=[O:13])[CH:9]=1)[CH2:2][CH2:3][CH3:4]>C(Cl)Cl.[Pd]>[CH2:1]([C:5]1[N:6]([CH2:16][C:17]2[CH:18]=[CH:19][C:20]([C:23]3[CH:28]=[CH:27][CH:26]=[CH:25][C:24]=3[C:29]#[N:30])=[CH:21][CH:22]=2)[CH:7]=[C:8]([CH2:10][CH2:11][C:12]([O:14][CH3:15])=[O:13])[CH:9]=1)[CH2:2][CH2:3][CH3:4]. Product: C(CCC)C=1N(C=C(C1)CCC(=O)OC)CC1=CC=C(C=C1)C1=C(C=CC=C1)C#N (methyl 3-[2-(n-butyl)-1-(2"-cyanobiphenyl-4'-ylmethyl)pyrrol-4-yl]propionate). The yield is 99.5%. Procedure: To a solution of methyl 3-[2-(n-butyl)-1-(2"-cyanobiphenyl-4'-ylmethyl)pyrrol-4-yl]acrylate (AF) (6.0 g) (prepared, e.g., as described in Preparation 22), in methylene chloride (200 ml) was added 5% palladium on carbon (1 g), and the resulting mixture was stirred under hydrogen at room temperature at atmospheric pressure for 4 hours. The reaction mixture was filtered through a Celite pad to remove catalyst, and evaporation of the filtrate gave methyl 3-[2-(n-butyl)-1-(2"-cyanobiphenyl-4'-ylmethy... Reaction conditions: time 4 hour. The reactants are O=C([O-])[O-], CCO, NC(=O)c1cccc(C(F)(F)F)c1, [K+], [K+], c1ccc(N2CCNCC2)nc1. The product is O=C(NCN1CCN(c2ccccn2)CC1)c1cccc(C(F)(F)F)c1. As a reaction SMILES: [C:26](=[O:27])([O-:28])[O-:29].[CH2:32]([OH:33])[CH3:34].[F:13][C:14]([c:15]1[cH:16][c:17]([C:18](=[O:19])[NH2:20])[cH:21][cH:22][cH:23]1)([F:24])[F:25].[K+:30].[K+:31].[n:1]1[c:2]([N:7]2[CH2:8][CH2:9][NH:10][CH2:11][CH2:12]2)[cH:3][cH:4][cH:5][cH:6]1>>[n:1]1[c:2]([N:7]2[CH2:8][CH2:9][N:10]([CH2:26][NH:20][C:18]([c:17]3[cH:16][c:15]([C:14]([F:13])([F:24])[F:25])[cH:23][cH:22][cH:21]3)=[O:19])[CH2:11][CH2:12]2)[cH:3][cH:4][cH:5][cH:6]1.